Dataset: the Open Reaction Database (ORD), a public repository of structured organic reaction records. Task: describe an organic reaction: reactants, conditions, products, and yield Starting materials: C(C)(C)(C)OC(=O)N1CCN2C1=C(C(=C(C2=O)C)NC2=C(C=C(C=C2)Br)F)NS(=O)(=O)C2(CC2)CC=C (8-(1-allyl-cyclopropanesulfonylamino)-7-(4-bromo-2-fluoro-phenylamino)-6-methyl-5-oxo-2,3-dihydro-5H-imidazo[1,2-a]pyridine-1-carboxylic acid tert-butyl ester), C[N+]1(CCOCC1)[O-] (N-methylmorpholine-N-oxide), C1CCOC1 (THF), CO (MeOH). Reagents/catalysts: O=[Os](=O)(=O)=O (OsO4). Solvent: O (water), C(Cl)(Cl)Cl (CHCl3). Reaction conditions: time 12 hour. Product: C(C)(C)(C)OC(=O)N1CCN2C1=C(C(=C(C2=O)C)NC2=C(C=C(C=C2)Br)F)NS(=O)(=O)C2(CC2)CC(CO)O (7-(4-Bromo-2-fluoro-phenylamino)-8-[1-(2,3-dihydroxy-propyl)-cyclopropanesulfonylamino]-6-methyl-5-oxo-2,3-dihydro-5H-imidazo[1,2-a]pyridine-1-carboxylic acid tert-butyl ester). RXN SMILES: [C:1]([O:5][C:6]([N:8]1[C:12]2=[C:13]([NH:28][S:29](C3(CC=C)CC3)(=[O:31])=[O:30])[C:14]([NH:19][C:20]3[CH:25]=[CH:24][C:23]([Br:26])=[CH:22][C:21]=3[F:27])=[C:15]([CH3:18])[C:16](=[O:17])[N:11]2[CH2:10][CH2:9]1)=[O:7])([CH3:4])([CH3:3])[CH3:2].C[N+]1([O-])CC[O:42][CH2:41]C1.[CH3:46]O.[CH2:48]1[CH2:52][O:51][CH2:50][CH2:49]1>O.C(Cl)(Cl)Cl.O=[Os](=O)(=O)=O>[C:1]([O:5][C:6]([N:8]1[C:12]2=[C:13]([NH:28][S:29]([C:49]3([CH2:48][CH:52]([OH:51])[CH2:41][OH:42])[CH2:46][CH2:50]3)(=[O:31])=[O:30])[C:14]([NH:19][C:20]3[CH:25]=[CH:24][C:23]([Br:26])=[CH:22][C:21]=3[F:27])=[C:15]([CH3:18])[C:16](=[O:17])[N:11]2[CH2:10][CH2:9]1)=[O:7])([CH3:4])([CH3:2])[CH3:3]. Procedure: OsO4 (0.1 mg, 0.00002 mol) was added to a stirred solution of 8-(1-allyl-cyclopropanesulfonylamino)-7-(4-bromo-2-fluoro-phenylamino)-6-methyl-5-oxo-2,3-dihydro-5H-imidazo[1,2-a]pyridine-1-carboxylic acid tert-butyl ester (120 mg, 0.0002 mol) and N-methylmorpholine-N-oxide (35 mg, 0.0003 mol) in water and THF (3 mL). The resulting mixture was stirred at room temperature for 12 hours. The reaction was monitored by TLC (10% MeOH in CHCl3). The reaction mixture was partitioned between ethylacetate a... Starting materials: C(CCCCC)NC(NC1=CC=C(C=C1)S(=O)(=O)NC1=CC=C(C=C1)N1CCC(CC1)=O)=O (4-(3-hexyl-ureido)-N-[4-(4-oxo-piperidine-1-yl)-phenyl]-benzensulfonamide), Cl.NC[C@H](O)C1=CC(=CC=C1)Cl ((1R)-2-Amino-1-(3-chloro-phenyl)-ethanol hydrochloride). Product: ClC=1C=C(C=CC1)[C@H](CNC1CCN(CC1)C1=CC=C(C=C1)NS(=O)(=O)C1=CC=C(C=C1)NC(=O)NCCCCCC)O (N-[4-(4-{[(2R)-2-(3-Chlorophenyl)-2-hydroxyethyl]amino}-1-piperidineyl)phenyl]-4-{[(hexylamino)carbonyl]amino}benzenesulfonamide). As a reaction SMILES: [CH2:1]([NH:7][C:8](=[O:33])[NH:9][C:10]1[CH:15]=[CH:14][C:13]([S:16]([NH:19][C:20]2[CH:25]=[CH:24][C:23]([N:26]3[CH2:31][CH2:30][C:29](=O)[CH2:28][CH2:27]3)=[CH:22][CH:21]=2)(=[O:18])=[O:17])=[CH:12][CH:11]=1)[CH2:2][CH2:3][CH2:4][CH2:5][CH3:6].Cl.[NH2:35][CH2:36][C@@H:37]([C:39]1[CH:44]=[CH:43][CH:42]=[C:41]([Cl:45])[CH:40]=1)[OH:38]>>[Cl:45][C:41]1[CH:40]=[C:39]([C@@H:37]([OH:38])[CH2:36][NH:35][CH:29]2[CH2:30][CH2:31][N:26]([C:23]3[CH:22]=[CH:21][C:20]([NH:19][S:16]([C:13]4[CH:14]=[CH:15][C:10]([NH:9][C:8]([NH:7][CH2:1][CH2:2][CH2:3][CH2:4][CH2:5][CH3:6])=[O:33])=[CH:11][CH:12]=4)(=[O:18])=[O:17])=[CH:25][CH:24]=3)[CH2:27][CH2:28]2)[CH:44]=[CH:43][CH:42]=1 |f:1.2|. Reported procedure: The title compound was prepared from 4-(3-hexyl-ureido)-N-[4-(4-oxo-piperidine-1-yl)-phenyl]-benzensulfonamide (which was obtained in Example 225) and (1R)-2-amino-1-(3-chloro-phenyl)-ethanol (which was obtained in Example 1) according to the procedure of Example 278 as a brown solid; 1H NMR (300 MHz, DMSO-d6) δ 0.84 (t, J=6.9 Hz, 3H), 1.20-1.50 (m, 10H), 1.75-1.90 (m, 2H), 2.50-2.80 (m, 5H), 3.00-3.15 (m, 2H), 3.40-3.50 (m, 2H), 4.60 (dd, J=8.1, 3.8 Hz, 1H), 6.29 (t, J=5.7 Hz, 1H), 6.77 (d, J=9... Starting materials: C(C1=CC=CC=C1)N1CCC(CC1)(O)C=1C(=C(N(C1)[Si](C(C)C)(C(C)C)C(C)C)C1=CC=C(C=C1)F)C1=CC=NC=C1 (4-(1-benzyl-4-hydroxypiperidin-4-yl)-2-(4-fluorophenyl)-3-(pyridin-4-yl)-1-triisopropylsilyl-1H-pyrrole). Reagents/catalysts: [Pd] (palladium on carbon). Run in CO (methanol). Conditions: time 5 hour. Yields the product FC1=CC=C(C=C1)C=1N(C=C(C1C1=CC=NC=C1)C1(CCNCC1)O)[Si](C(C)C)(C(C)C)C(C)C (2-(4-Fluorophenyl)-4-(4-hydroxypiperidin-4-yl)-3-(pyridin-4-yl)-1-triisopropylsilyl-1H-pyrrole). Isolated yield 97.8%. As a reaction SMILES: C([N:8]1[CH2:13][CH2:12][C:11]([C:15]2[C:16]([C:37]3[CH:42]=[CH:41][N:40]=[CH:39][CH:38]=3)=[C:17]([C:30]3[CH:35]=[CH:34][C:33]([F:36])=[CH:32][CH:31]=3)[N:18]([Si:20]([CH:27]([CH3:29])[CH3:28])([CH:24]([CH3:26])[CH3:25])[CH:21]([CH3:23])[CH3:22])[CH:19]=2)([OH:14])[CH2:10][CH2:9]1)C1C=CC=CC=1>[Pd].CO>[F:36][C:33]1[CH:34]=[CH:35][C:30]([C:17]2[N:18]([Si:20]([CH:24]([CH3:26])[CH3:25])([CH:27]([CH3:29])[CH3:28])[CH:21]([CH3:22])[CH3:23])[CH:19]=[C:15]([C:11]3([OH:14])[CH2:10][CH2:9][NH:8][CH2:13][CH2:12]3)[C:16]=2[C:37]2[CH:38]=[CH:39][N:40]=[CH:41][CH:42]=2)=[CH:31][CH:32]=1. Procedure details: 0.58 g of 10% palladium on carbon were added to a solution of 0.58 g (1.00 mmol) of 4-(1-benzyl-4-hydroxypiperidin-4-yl)-2-(4-fluorophenyl)-3-(pyridin-4-yl)-1-triisopropylsilyl-1H-pyrrole [prepared as described in step 9(i) above] in 15 ml of methanol. The resulting mixture was stirred under a hydrogen atmosphere at room temperature for 5 hours. At the end of this time, the reaction mixture was filtered and the filtrate was concentrated by evaporation under reduced pressure to give 483 mg (yield...